From a dataset of the Open Reaction Database (ORD), a public repository of structured organic reaction records. describe an organic reaction: reactants, conditions, products, and yield Procedure: A solution of n-butyl lithium in hexane (3.2 ml, 4.3 mmoles) was added dropwise (3 minutes) to a solution of diisopropylamine (0.45 g, 4.5 mmoles) in dry tetrahydrofuran (10 ml) with cooling (ice bath). After stirring under nitrogen for 15 minutes, ethylidene cyclohexylimine (0.55 g, 4.3 mmole) was added dropwise (5 minutes) at 0° C. The mixture was stirred for 15 minutes and then the ice bath was replaced by a dry-ice-acetone bath. A solution of 1-chloromethyl-2,4,7-trichloronaphthalene (1.0 g,... Reaction SMILES: C([Li])CCC.CCCCCC.C(NC(C)C)(C)C.Cl[CH2:20][C:21]1[C:30]2[C:25](=[CH:26][CH:27]=[C:28]([Cl:31])[CH:29]=2)[C:24]([Cl:32])=[CH:23][C:22]=1[Cl:33].[O:34]1CC[CH2:36][CH2:35]1>>[Cl:33][C:22]1[CH:23]=[C:24]([Cl:32])[C:25]2[C:30](=[CH:29][C:28]([Cl:31])=[CH:27][CH:26]=2)[C:21]=1[CH2:20][CH2:36][CH:35]=[O:34]. The product is ClC1=C(C2=CC(=CC=C2C(=C1)Cl)Cl)CCC=O (3-(2,4,7-Trichloronaphthalen-1-yl)propanal). The reactants are ClCC1=C(C=C(C2=CC=C(C=C12)Cl)Cl)Cl (1-chloromethyl-2,4,7-trichloronaphthalene), O1CCCC1 (tetrahydrofuran), ethylidene cyclohexylimine, ice, C(CCC)[Li] (n-butyl lithium), CCCCCC (hexane), C(C)(C)NC(C)C (diisopropylamine), O1CCCC1 (tetrahydrofuran). Run at time 15 minute. Reported procedure: To a stirred solution of 1-tert-butoxycarbonyl]-3-(4-nitro-1,3-dioxoisoindolin-2-yl)-2,6-dioxo-5-acetoxypiperidine (2.0 g, 4.3 mmol) in tetrahydrofuran (20 mL) is added sodium bis(trimethylsilyl)amide (4.3 mL, 4.3 mmol, 1.0 M) in tetrahydrofuran at −78° C. After 10–30 minutes, N-fluorobenzenesulfonimide (1.1 g, 4.3 mmol) is added to the mixture. The mixture is warmed to room temperature and the solvent is removed in vacuo. The residue is stirred with ethyl acetate (10 mL) and hydrochloric acid (... Conditions: time 1 hour. Starting materials: C1=CC=C(C=C1)S(=O)(=O)N(F)S(=O)(=O)C2=CC=CC=C2 (N-fluorobenzenesulfonimide), [N+](=O)([O-])C1=C2C(N(C(C2=CC=C1)=O)C1C(NC(C(C1)OC(C)=O)=O)=O)=O (3-(4-nitro-1,3-dioxoisoindolin-2-yl)-2,6-dioxo-5-acetoxypiperidine), C[Si](C)(C)[N-][Si](C)(C)C.[Na+] (sodium bis(trimethylsilyl)amide). Reaction SMILES: [N+:1]([C:4]1[CH:12]=[CH:11][CH:10]=[C:9]2[C:5]=1[C:6](=[O:26])[N:7]([CH:14]1[CH2:19][CH:18]([O:20][C:21](=[O:23])[CH3:22])[C:17](=[O:24])[NH:16][C:15]1=[O:25])[C:8]2=[O:13])([O-:3])=[O:2].C[Si]([N-][Si](C)(C)C)(C)C.[Na+].C1C=CC(S(N(S(C2C=CC=CC=2)(=O)=O)[F:47])(=O)=O)=CC=1>O1CCCC1>[F:47][C:14]1([N:7]2[C:6](=[O:26])[C:5]3[C:9](=[CH:10][CH:11]=[CH:12][C:4]=3[N+:1]([O-:3])=[O:2])[C:8]2=[O:13])[CH2:19][CH:18]([O:20][C:21](=[O:23])[CH3:22])[C:17](=[O:24])[NH:16][C:15]1=[O:25] |f:1.2|. The product is FC1(C(NC(C(C1)OC(C)=O)=O)=O)N1C(C2=CC=CC(=C2C1=O)[N+](=O)[O-])=O (3-fluoro-3-(4-nitro-1,3-dioxoisoindolin-2-yl)-2,6-dioxo-5-acetoxypiperidine). Solvent: O1CCCC1 (tetrahydrofuran), O1CCCC1 (tetrahydrofuran). Starting materials: CC(C)(C)OC(=O)NC1CCC(CNc2nc(Cl)ncc2[N+](=O)[O-])CC1, ClCCl, NC(Cc1ccccc1)c1ccccc1. The product is CC(C)(C)OC(=O)NC1CCC(CNc2nc(NC(Cc3ccccc3)c3ccccc3)ncc2[N+](=O)[O-])CC1. RXN SMILES: [C:1]([CH3:2])([CH3:3])([CH3:4])[O:5][C:6]([NH:7][CH:8]1[CH2:9][CH2:10][CH:11]([CH2:14][NH:15][c:16]2[n:17][c:18]([Cl:25])[n:19][cH:20][c:21]2[N+:22](=[O:23])[O-:24])[CH2:12][CH2:13]1)=[O:26].[Cl:42][CH2:43][Cl:44].[c:27]1([CH:33]([CH2:34][c:35]2[cH:36][cH:37][cH:38][cH:39][cH:40]2)[NH2:41])[cH:28][cH:29][cH:30][cH:31][cH:32]1>>[C:1]([CH3:2])([CH3:3])([CH3:4])[O:5][C:6]([NH:7][CH:8]1[CH2:9][CH2:10][CH:11]([CH2:14][NH:15][c:16]2[n:17][c:18]([NH:41][CH:33]([c:27]3[cH:28][cH:29][cH:30][cH:31][cH:32]3)[CH2:34][c:35]3[cH:36][cH:37][cH:38][cH:39][cH:40]3)[n:19][cH:20][c:21]2[N+:22](=[O:23])[O-:24])[CH2:12][CH2:13]1)=[O:26]. The reactants are OO (Hydrogen peroxide), hexanes ethyl acetate, C(C)(C)(C)OC(N[C@@](CO)(C1=CC2=CC=C(C=C2C=C1)O[C@@H]1CC[C@H](CC1)C(F)(F)F)C)=O ({(R)-2-Hydroxy-1-methyl-1-[6-(trans-4-trifluoromethyl-cyclohexyloxy)-naphthalen-2-yl]-ethyl}-carbamic acid tert-butyl ester), N1N=NN=C1 (1H-tetrazole), C(C)N(P(OC(C)(C)C)OC(C)(C)C)CC (di-tert-butyl N,N-diethylphosphoramidite). Solvent: O1CCCC1 (tetrahydrofuran). Reaction conditions: time 16 hour. The product is C(C)(C)(C)OC(N[C@@](COP(=O)(OC(C)(C)C)OC(C)(C)C)(C1=CC2=CC=C(C=C2C=C1)O[C@@H]1CC[C@H](CC1)C(F)(F)F)C)=O ({(R)-2-(Di-tert-butoxy-phosphoryloxy)-1-methyl-1-[6-(trans-4-trifluoromethyl-cyclohexyloxy)-naphthalen-2-yl]-ethyl}-carbamic acid tert-butyl ester). As a reaction SMILES: [C:1]([O:5][C:6](=[O:33])[NH:7][C@:8]([CH3:32])([C:11]1[CH:20]=[CH:19][C:18]2[C:13](=[CH:14][CH:15]=[C:16]([O:21][C@H:22]3[CH2:27][CH2:26][C@H:25]([C:28]([F:31])([F:30])[F:29])[CH2:24][CH2:23]3)[CH:17]=2)[CH:12]=1)[CH2:9][OH:10])([CH3:4])([CH3:3])[CH3:2].N1C=NN=N1.C(N(CC)[P:42]([O:48][C:49]([CH3:52])([CH3:51])[CH3:50])[O:43][C:44]([CH3:47])([CH3:46])[CH3:45])C.[OH:55]O>O1CCCC1>[C:1]([O:5][C:6](=[O:33])[NH:7][C@:8]([CH3:32])([C:11]1[CH:20]=[CH:19][C:18]2[C:13](=[CH:14][CH:15]=[C:16]([O:21][C@H:22]3[CH2:23][CH2:24][C@H:25]([C:28]([F:30])([F:31])[F:29])[CH2:26][CH2:27]3)[CH:17]=2)[CH:12]=1)[CH2:9][O:10][P:42]([O:43][C:44]([CH3:45])([CH3:46])[CH3:47])([O:48][C:49]([CH3:50])([CH3:51])[CH3:52])=[O:55])([CH3:4])([CH3:2])[CH3:3]. Reported procedure: To a solution of {(R)-2-Hydroxy-1-methyl-1-[6-(trans-4-trifluoromethyl-cyclohexyloxy)-naphthalen-2-yl]-ethyl}-carbamic acid tert-butyl ester (172 mg, 0.000368 mol) and 1H-tetrazole (0.255 g, 0.00364 mol, ChemPacific) in tetrahydrofuran (3.00 mL, Acros) was added di-tert-butyl N,N-diethylphosphoramidite (512 μL, 0.00184 mol, Aldrich) and the reaction was stirred at rt for 16 hours. Hydrogen peroxide (250 μL, 0.0024 mol, Aldrich) was added and the reaction was stirred for 1.5 hours. The reaction w... Starting materials: C(CCCCCCCCC)OC=1C=NC(=NC1)C1=CC=C(C=C1)CCCCCC (5-decyloxy-2-(4-hexylphenyl)pyrimidine), C(CCCCCCCCC)OC=1C=NC(=NC1)C1=CC=C(C=C1)CCCCCCCCCCCC.C(CCCCCCCCC)OC=1C=NC(=NC1)C1=CC=C(C=C1)CCCCCCCCCCC (5-decyloxy-2-(4-undecylphenyl)pyrimidine 5-decyloxy-2-(4-dodecylphenyl)pyrimidine). The product is C(CCCCCCCCC)OC=1C=NC(=NC1)C1=CC=C(C=C1)CCCCC (5-decyloxy-2-(4-pentylphenyl)pyrimidine). RXN SMILES: [CH2:1]([O:11][C:12]1[CH:13]=[N:14][C:15]([C:18]2[CH:23]=[CH:22][C:21]([CH2:24][CH2:25][CH2:26][CH2:27][CH2:28]C)=[CH:20][CH:19]=2)=[N:16][CH:17]=1)[CH2:2][CH2:3][CH2:4][CH2:5][CH2:6][CH2:7][CH2:8][CH2:9][CH3:10].C(OC1C=NC(C2C=CC(CCCCCCCCCCCC)=CC=2)=NC=1)CCCCCCCCC.C(OC1C=NC(C2C=CC(CCCCCCCCCCC)=CC=2)=NC=1)CCCCCCCCC>>[CH2:1]([O:11][C:12]1[CH:13]=[N:14][C:15]([C:18]2[CH:23]=[CH:22][C:21]([CH2:24][CH2:25][CH2:26][CH2:27][CH3:28])=[CH:20][CH:19]=2)=[N:16][CH:17]=1)[CH2:2][CH2:3][CH2:4][CH2:5][CH2:6][CH2:7][CH2:8][CH2:9][CH3:10] |f:1.2|. Procedure: 5-decyloxy-2-(4-hexylphenyl)pyrimidine ##STR20## 5-decyloxy-2-(4-heptylphenyl)pyrimidine ##STR21## 5-decyloxy-2-(4-octylphenyl)pyrimidine ##STR22## 5-decyloxy-2-(4-nonylphenyl)pyrimidine ##STR23## 5-decyloxy-2-(4-decylphenyl)pyrimidine ##STR24## 5-decyloxy-2-(4-undecylphenyl)pyrimidine 5-decyloxy-2-(4-dodecylphenyl)pyrimidine Starting materials: CN[C@@H]1CN(CC1)CC1=CC(=NC=C1)C1=CC(=C(C(=C1)OC)OC)OC ((3S)-3-methylamino-1-[[2-(3,4,5-trimethoxyphenyl)pyridin-4-yl]methyl]pyrrolidine), ClCC1=CC(=NC=C1)C1=CC(=C(C(=C1)OC)OC)OC (4-chloromethyl-2-(3,4,5-trimethoxyphenyl)pyridine), tetrahydrochloride. The product is CN(CC1=CC(=NC=C1)C1=CC(=C(C(=C1)OC)OC)OC)[C@@H]1CN(CC1)CC1=CC(=NC=C1)C1=CC(=C(C(=C1)OC)OC)OC ((3S)-3-[N-methyl-N-[[2-(3,4,5-trimethoxyphenyl)pyridin-4-yl]methyl]amino]-1-[[2-(3,4,5-trimethoxyphenyl)pyridin-4-yl]methyl]pirrolidine). Reaction SMILES: [CH3:1][NH:2][C@H:3]1[CH2:7][CH2:6][N:5]([CH2:8][C:9]2[CH:14]=[CH:13][N:12]=[C:11]([C:15]3[CH:20]=[C:19]([O:21][CH3:22])[C:18]([O:23][CH3:24])=[C:17]([O:25][CH3:26])[CH:16]=3)[CH:10]=2)[CH2:4]1.Cl[CH2:28][C:29]1[CH:34]=[CH:33][N:32]=[C:31]([C:35]2[CH:40]=[C:39]([O:41][CH3:42])[C:38]([O:43][CH3:44])=[C:37]([O:45][CH3:46])[CH:36]=2)[CH:30]=1>>[CH3:1][N:2]([C@H:3]1[CH2:7][CH2:6][N:5]([CH2:8][C:9]2[CH:14]=[CH:13][N:12]=[C:11]([C:15]3[CH:16]=[C:17]([O:25][CH3:26])[C:18]([O:23][CH3:24])=[C:19]([O:21][CH3:22])[CH:20]=3)[CH:10]=2)[CH2:4]1)[CH2:28][C:29]1[CH:34]=[CH:33][N:32]=[C:31]([C:35]2[CH:40]=[C:39]([O:41][CH3:42])[C:38]([O:43][CH3:44])=[C:37]([O:45][CH3:46])[CH:36]=2)[CH:30]=1. Procedure details: (3S)-3-methylamino-1-[[2-(3,4,5-trimethoxyphenyl)pyridin-4-yl]methyl]pyrrolidine (104 mg) and 4-chloromethyl-2-(3,4,5-trimethoxyphenyl)pyridine (85 mg) was condensed in the same manner as described in Example 2. Yellow syrup obtained was converted to a tetrahydrochloride by the usual method giving the title compound as yellow powder.